The task is: describe an organic reaction: reactants, conditions, products, and yield. This data is from the Open Reaction Database (ORD), a public repository of structured organic reaction records. The reactants are OCCC(=N)NO (3,N-Dihydroxy-propionamidine), N-Hydroxy-dimethylamine-1-carboxamidine, C(C)(C)(C)OC(NC1(CC1)C(NO)=N)=O ([1-(N-Hydroxy-carbamimidoyl)-cyclopropyl]-carbamic acid tert-butyl ester), ONC(CC)=N (N-Hydroxy-propionamidine), FC(CC(=N)NO)(F)F (3,3,3-Trifluoro-N-hydroxy-propionamidine), C(C)(C)(C)OC(=O)NC1(CC1)C(=O)O (1-tert-butoxycarbonylamino-cyclopropanecarboxylic acid). The product is C(C)(C)(C)OC(NC1(CC1)C#N)=O ((1-Cyano-cyclopropyl)-carbamic acid tert-butyl ester). RXN SMILES: OCCC(NO)=N.ONC(=N)CC.FC(F)(F)CC(NO)=N.[C:23]([O:27][C:28](=[O:37])[NH:29][C:30]1([C:33](=N)[NH:34]O)[CH2:32][CH2:31]1)([CH3:26])([CH3:25])[CH3:24].C(OC(NC1(C(O)=O)CC1)=O)(C)(C)C>>[C:23]([O:27][C:28](=[O:37])[NH:29][C:30]1([C:33]#[N:34])[CH2:32][CH2:31]1)([CH3:26])([CH3:24])[CH3:25]. Procedure: The following compounds were prepared using similar procedures as described above: 3,N-Dihydroxy-propionamidine, N-Hydroxy-propionamidine, 3,3,3-Trifluoro-N-hydroxy-propionamidine, N-Hydroxy-dimethylamine-1-carboxamidine, [1-(N-Hydroxy-carbamimidoyl)-cyclopropyl]-carbamic acid tert-butyl ester; (1-Cyano-cyclopropyl)-carbamic acid tert-butyl ester was prepared from 1-tert-butoxycarbonylamino-cyclopropanecarboxylic acid according to literature procedures (Demko, Z. P.; Sharpless, K. B. Org. Lett. ... Starting materials: crude mixture, ClC=1N=CC(=NC1)C(=O)OC (methyl 5-chloropyrazine-2-carboxylate), C(=O)([O-])[O-].[K+].[K+] (K2CO3), CC1=NNC=N1 (3-methyl-1H-1,2,4-triazole), Cl (HCl). The solvent is CN(C=O)C (N,N-dimethylformamide). Run at temperature 100 celsius. Product: CC1=NN(C=N1)C=1N=CC(=NC1)C(=O)O (5-(3-Methyl-1H-1,2,4-triazol-1-yl)pyrazine-2-carboxylic acid). Reaction SMILES: Cl[C:2]1[N:3]=[CH:4][C:5]([C:8]([O:10]C)=[O:9])=[N:6][CH:7]=1.C([O-])([O-])=O.[K+].[K+].[CH3:18][C:19]1[N:23]=[CH:22][NH:21][N:20]=1.Cl>CN(C)C=O>[CH3:18][C:19]1[N:23]=[CH:22][N:21]([C:2]2[N:3]=[CH:4][C:5]([C:8]([OH:10])=[O:9])=[N:6][CH:7]=2)[N:20]=1 |f:1.2.3|. Procedure details: A mixture of methyl 5-chloropyrazine-2-carboxylate (0.75 g), K2CO3 (1.8 g) and 3-methyl-1H-1,2,4-triazole (1.2 g) in N,N-dimethylformamide (6 mL) is heated to 100° C. overnight. Analysis of the crude mixture by LCMS shows saponified product. The product is acidified with 1N HCl and the precipitate is filtered and washed with water and diethyl ether to afford the title compound. LC (method 20): tR=1.21 min; Mass spectrum (APCI): m/z=206 [M+H]+. Reactants: COC(C)(C)C, COC(=O)C1(F)C2C(O)CC(O[Si](C)(C)C(C)(C)C)C21, CC(=O)O, CC#N, CO, CCCCCC, CC(C)O, [O-]Cl, [Na+], O. The product is COC(=O)C1(F)C2C(=O)CC(O[Si](C)(C)C(C)(C)C)C21. Reaction SMILES: [C:34]([O:35][CH3:36])([CH3:37])([CH3:38])[CH3:39].[CH3:1][O:2][C:3](=[O:4])[C:5]1([F:20])[CH:6]2[CH:7]([OH:19])[CH2:8][CH:9]([O:11][Si:12]([CH3:13])([CH3:14])[C:15]([CH3:16])([CH3:17])[CH3:18])[CH:10]12.[CH3:21][C:22](=[O:23])[OH:24].[CH3:29][C:30]#[N:31].[CH3:32][OH:33].[CH3:40][CH2:41][CH2:42][CH2:43][CH2:44][CH3:45].[CH:46]([OH:47])([CH3:48])[CH3:49].[Cl:26][O-:27].[Na+:28].[OH2:25]>>[CH3:1][O:2][C:3](=[O:4])[C:5]1([F:20])[CH:6]2[C:7](=[O:19])[CH2:8][CH:9]([O:11][Si:12]([CH3:13])([CH3:14])[C:15]([CH3:16])([CH3:17])[CH3:18])[CH:10]12. The reactants are N1(CCCCC1)C1=CC=C(C=C1)C=1C=CC2=C(C=C(CCO2)C(=O)O)C1 (7-(4-piperidinophenyl)-2,3-dihydro-1-benzoxepine-4-carboxylic acid), CN(C1CCOCC1)CC1=CC=C(N)C=C1 (4-(N-methyl-N-(tetrahydropyran-4-yl)aminomethyl)aniline), ON1N=NC2=C1C=CC=C2 (1hydroxy-benzotriazole), Cl.C(C)N=C=NCCCN(C)C (1-ethyl-3-(3-dimethylaminopropyl)-carbodiimide hydrochloride). Reagents/catalysts: CN(C1=CC=NC=C1)C (4-dimethylaminopyridine). The solvent is CN(C=O)C (dimethylformamide), C(C)N(CC)CC (triethylamine). Yields the product O1CCC(=CC2=C1C=CC=C2)C(=O)N (2,3-dihydro-1-benzoxepine-4-carboxamide). The yield is 221.6%. RXN SMILES: N1(C2C=CC([C:13]3[CH:14]=[CH:15][C:16]4[O:22][CH2:21][CH2:20][C:19]([C:23](O)=[O:24])=[CH:18][C:17]=4[CH:26]=3)=CC=2)CCCCC1.C[N:28](CC1C=CC(N)=CC=1)C1CCOCC1.ON1C2C=CC=CC=2N=N1.Cl.C(N=C=NCCCN(C)C)C>CN(C)C=O.CN(C)C1C=CN=CC=1.C(N(CC)CC)C>[O:22]1[C:16]2[CH:15]=[CH:14][CH:13]=[CH:26][C:17]=2[CH:18]=[C:19]([C:23]([NH2:28])=[O:24])[CH2:20][CH2:21]1 |f:3.4|. Procedure: To a solution of 7-(4-piperidinophenyl)-2,3-dihydro-1-benzoxepine-4-carboxylic acid (0.15g), 4-(N-methyl-N-(tetrahydropyran-4-yl)aminomethyl)aniline (0.1g) and 1hydroxy-benzotriazole (0.07g) in dimethylformamide (10ml) was added 1-ethyl-3-(3-dimethylaminopropyl)-carbodiimide hydrochloride (0.13g) under ice-cooling. Under nitrogen atmosphere, the mixture was warmed to room temperature. To the mixture were added 4-dimethylaminopyridine (catalytic amount) and triethylamine (0.18ml), and the mixture... Reactants: C(C)(=O)NC1=C2C=CC(=CC2=CC=C1)S(=O)(=O)NCC1=CC=CC=C1 (5-Acetylamino-N-benzylnaphthalene-2-sulfonamide), C(CC)O (1-propanol), Cl (hydrochloric acid). Run in O (water). The product is NC1=C2C=CC(=CC2=CC=C1)S(=O)(=O)NCC1=CC=CC=C1 (5-amino-N-benzylnaphthalene-2-sulfonamide). Isolated yield 74.4%. RXN SMILES: C([NH:4][C:5]1[CH:14]=[CH:13][CH:12]=[C:11]2[C:6]=1[CH:7]=[CH:8][C:9]([S:15]([NH:18][CH2:19][C:20]1[CH:25]=[CH:24][CH:23]=[CH:22][CH:21]=1)(=[O:17])=[O:16])=[CH:10]2)(=O)C.C(O)CC.Cl>O>[NH2:4][C:5]1[CH:14]=[CH:13][CH:12]=[C:11]2[C:6]=1[CH:7]=[CH:8][C:9]([S:15]([NH:18][CH2:19][C:20]1[CH:21]=[CH:22][CH:23]=[CH:24][CH:25]=1)(=[O:17])=[O:16])=[CH:10]2. Procedure: 5-Acetylamino-N-benzylnaphthalene-2-sulfonamide (compound No. 5-1; 175 mg, 0.494 mmol) was suspended to a mixed solvent of 1-propanol (3.0 ml) and water (1.5 ml). Concentrated hydrochloric acid (1.5 ml) was added to the suspension and the mixture was refluxed for 1 hour. After cooling to room temperature, the separated crystal was collected and washed with 1-propanol and isopropyl ether to give the title compound as a light yellow crystal (128 mg, 74.4%).